Dataset: the Open Reaction Database (ORD), a public repository of structured organic reaction records. Task: describe an organic reaction: reactants, conditions, products, and yield Reactants: ClC1=NC=C(C(=N1)C1=C(C=C(C=C1)F)S(=O)(=O)N(C)C)Cl (2-(2,5-dichloropyrimidin-4-yl)-5-fluoro-N,N-dimethylbenzenesulfonamide), CN1CCN(CC1)CC1=CC=C(N)C=C1 (4-((4-methylpiperazin-1-yl)methyl)aniline). The solvent is C(Cl)Cl.CO (CH2Cl2 CH3OH). Product: ClC=1C(=NC(=NC1)NC1=CC=C(C=C1)CN1CCN(CC1)C)C1=C(C=C(C=C1)F)S(=O)(=O)N(C)C (2-(5-chloro-2-((4-((4-methylpiperazin-1-yl)methyl)phenyl)amino)pyrimidin-4-yl)-5-fluoro-N,N-dimethylbenzenesulfonamide). The yield is 44.0%. RXN SMILES: Cl[C:2]1[N:7]=[C:6]([C:8]2[CH:13]=[CH:12][C:11]([F:14])=[CH:10][C:9]=2[S:15]([N:18]([CH3:20])[CH3:19])(=[O:17])=[O:16])[C:5]([Cl:21])=[CH:4][N:3]=1.[CH3:22][N:23]1[CH2:28][CH2:27][N:26]([CH2:29][C:30]2[CH:36]=[CH:35][C:33]([NH2:34])=[CH:32][CH:31]=2)[CH2:25][CH2:24]1>C(Cl)Cl.CO>[Cl:21][C:5]1[C:6]([C:8]2[CH:13]=[CH:12][C:11]([F:14])=[CH:10][C:9]=2[S:15]([N:18]([CH3:20])[CH3:19])(=[O:17])=[O:16])=[N:7][C:2]([NH:34][C:33]2[CH:32]=[CH:31][C:30]([CH2:29][N:26]3[CH2:25][CH2:24][N:23]([CH3:22])[CH2:28][CH2:27]3)=[CH:36][CH:35]=2)=[N:3][CH:4]=1 |f:2.3|. Procedure: The title compound was prepared according to synthesis procedure B described above from 2-(2,5-dichloropyrimidin-4-yl)-5-fluoro-N,N-dimethylbenzenesulfonamide and 4-((4-methylpiperazin-1-yl)methyl)aniline in 44% yield (yellow solid) after flash chromatography (CH2Cl2/CH3OH 99:1 gradually increasing to 95:5). 1H NMR (400 MHz, CDCl3): δ 8.39 (m, 2H), 8.08 (m, 1H), 7.48 (d, 2H, J=8.4 Hz), 7.30-7.20 (m, 4H), 3.41 (s, 2H), 2.82 (s, 6H), 2.40 (bs, 8H), 2.22 (s, 3H); MS (ESI): 519.2 [M+H]+.